From a dataset of the Open Reaction Database (ORD), a public repository of structured organic reaction records. describe an organic reaction: reactants, conditions, products, and yield Starting materials: CO, CO, CSCC(=O)N1CC(F)(c2ccc(C3=NOC(c4cc(Cl)c(F)c(Cl)c4)(C(F)(F)F)C3)cc2)C1, O. The product is CS(=O)CC(=O)N1CC(F)(c2ccc(C3=NOC(c4cc(Cl)c(F)c(Cl)c4)(C(F)(F)F)C3)cc2)C1. As a reaction SMILES: [CH3:2][OH:3].[CH3:38][OH:39].[Cl:4][c:5]1[cH:6][c:7]([C:13]2([C:34]([F:35])([F:36])[F:37])[CH2:14][C:15]([c:18]3[cH:19][cH:20][c:21]([C:24]4([F:33])[CH2:25][N:26]([C:28]([CH2:29][S:30][CH3:31])=[O:32])[CH2:27]4)[cH:22][cH:23]3)=[N:16][O:17]2)[cH:8][c:9]([Cl:12])[c:10]1[F:11].[OH2:1]>>[O:1]=[S:30]([CH2:29][C:28]([N:26]1[CH2:25][C:24]([c:21]2[cH:20][cH:19][c:18]([C:15]3=[N:16][O:17][C:13]([c:7]4[cH:6][c:5]([Cl:4])[c:10]([F:11])[c:9]([Cl:12])[cH:8]4)([C:34]([F:35])([F:36])[F:37])[CH2:14]3)[cH:23][cH:22]2)([F:33])[CH2:27]1)=[O:32])[CH3:31]. Reported procedure: In analogy to the procedure described in example 192 h, a mixture of (2S,4R)-1-(3-oxo-thiobutyryl)-4-(2-trifluoromethyl-benzenesulfonyl)-pyrrolidine-2-carboxylic acid methyl ester (example 192 g) and of (2R,4R)-1-(3-oxo-thiobutyryl)-4-(2-trifluoromethyl-benzenesulfonyl)-pyrrolidine-2-carboxylic acid methyl ester was reacted with 2-phenethyl-hydrazine sulfate (CAS Reg. No. 56-51-4) to give a mixture of the title compound and (2R,4R)-1-(5-methyl-2-phenethyl-2H-pyrazol-3-yl)-4-(2-trifluoromethyl-be... The product is COC(=O)[C@H]1N(C[C@@H](C1)S(=O)(=O)C1=C(C=CC=C1)C(F)(F)F)C=1N(N=C(C1)C)CCC1=CC=CC=C1 ((2S,4R)-1-(5-Methyl-2-phenethyl-2H-pyrazol-3-yl)-4-(2-trifluoromethyl-benzenesulfonyl)-pyrrolidine-2-carboxylic acid methyl ester). As a reaction SMILES: COC([C@@H]1C[C@@H](S(C2C=CC=CC=2C(F)(F)F)(=O)=O)CN1C(=S)CC(=O)C)=O.COC([C@H]1C[C@@H](S(C2C=CC=CC=2C(F)(F)F)(=O)=O)CN1C(=S)CC(=O)C)=O.S(O)(O)(=O)=O.C(NN)CC1C=CC=CC=1.[CH3:72][O:73][C:74]([C@H:76]1[CH2:80][C@@H:79]([S:81]([C:84]2[CH:89]=[CH:88][CH:87]=[CH:86][C:85]=2[C:90]([F:93])([F:92])[F:91])(=[O:83])=[O:82])[CH2:78][N:77]1[C:94]1[N:95]([CH2:100][CH2:101][C:102]2[CH:107]=[CH:106][CH:105]=[CH:104][CH:103]=2)[N:96]=[C:97]([CH3:99])[CH:98]=1)=[O:75]>>[CH3:72][O:73][C:74]([C@@H:76]1[CH2:80][C@@H:79]([S:81]([C:84]2[CH:89]=[CH:88][CH:87]=[CH:86][C:85]=2[C:90]([F:91])([F:92])[F:93])(=[O:82])=[O:83])[CH2:78][N:77]1[C:94]1[N:95]([CH2:100][CH2:101][C:102]2[CH:103]=[CH:104][CH:105]=[CH:106][CH:107]=2)[N:96]=[C:97]([CH3:99])[CH:98]=1)=[O:75] |f:2.3|. Starting materials: COC(=O)[C@H]1N(C[C@@H](C1)S(=O)(=O)C1=C(C=CC=C1)C(F)(F)F)C(CC(C)=O)=S ((2S,4R)-1-(3-oxo-thiobutyryl)-4-(2-trifluoromethyl-benzenesulfonyl)-pyrrolidine-2-carboxylic acid methyl ester), COC(=O)[C@@H]1N(C[C@@H](C1)S(=O)(=O)C1=C(C=CC=C1)C(F)(F)F)C=1N(N=C(C1)C)CCC1=CC=CC=C1 ((2R,4R)-1-(5-methyl-2-phenethyl-2H-pyrazol-3-yl)-4-(2-trifluoromethyl-benzenesulfonyl)-pyrrolidine-2-carboxylic acid methyl ester), COC(=O)[C@@H]1N(C[C@@H](C1)S(=O)(=O)C1=C(C=CC=C1)C(F)(F)F)C(CC(C)=O)=S ((2R,4R)-1-(3-oxo-thiobutyryl)-4-(2-trifluoromethyl-benzenesulfonyl)-pyrrolidine-2-carboxylic acid methyl ester), S(=O)(=O)(O)O.C(CC1=CC=CC=C1)NN (2-phenethyl-hydrazine sulfate). Starting materials: C(C)(=O)OCCC1=CC=C(C=C1)C=1SC(SC1)=O (4-(2-oxo- 1,3-dithiolyl)phenethyl acetate). Run in CO (methanol), O (water). Reaction conditions: time 1 hour. Yields the product O=C1SC=C(S1)C1=CC=C(CCO)C=C1 (4-(2-oxo-1,3-dithiolyl)phenethyl alcohol). Isolated yield 69.8%. RXN SMILES: C([O:4][CH2:5][CH2:6][C:7]1[CH:12]=[CH:11][C:10]([C:13]2[S:14][C:15](=[O:18])[S:16][CH:17]=2)=[CH:9][CH:8]=1)(=O)C>CO.O>[O:18]=[C:15]1[S:14][C:13]([C:10]2[CH:9]=[CH:8][C:7]([CH2:6][CH2:5][OH:4])=[CH:12][CH:11]=2)=[CH:17][S:16]1. Reported procedure: A mixture of compound 7 (40.0 g, 0.143 mol) dissolved in 500 ml methanol and 40 g K2C03 dissolved in 300 ml water was stirred at room temperature for 1 hour. The mixture was extracted with 300 ml chloroform. The chloroform solution was washed with water, concentrated, recrystallized (methanol/ether), and dried to give 23.8 g (70.0%) of compound 8. Analysis of the product gave the following results: mp 92°-94° C.; NIR (KBr) 3258, 3060, 2927, 1697, 1632, 1503, 1055, 1046, 868 cm-1 ; 1H NMR (300 MH... The reactants are Cl.C(C)(C)(C)OC(=O)CN[C@@H]1C[C@@H](CC1)N1CCC(CC1)C (cis-1-[(tert-Butyloxycarbonyl)methylamino]-3-(4-methylpiperidin-1-yl)cyclopentane hydrochloride). The solvent is Cl (hydrogen chloride), CO (methanol). Run at time 3 hour. The product is Cl.Cl.CN[C@@H]1C[C@@H](CC1)N1CCC(CC1)C (cis-1-Methylamino-3-(4-methylpiperidin-1-yl)cyclopentane dihydrochloride). Yield: 184.3%. As a reaction SMILES: [ClH:1].C(OC([CH2:9][NH:10][C@H:11]1[CH2:15][CH2:14][C@@H:13]([N:16]2[CH2:21][CH2:20][CH:19]([CH3:22])[CH2:18][CH2:17]2)[CH2:12]1)=O)(C)(C)C>Cl.CO>[ClH:1].[ClH:1].[CH3:9][NH:10][C@H:11]1[CH2:15][CH2:14][C@@H:13]([N:16]2[CH2:21][CH2:20][CH:19]([CH3:22])[CH2:18][CH2:17]2)[CH2:12]1 |f:0.1,4.5.6|. Reported procedure: cis-1-[(tert-Butyloxycarbonyl)methylamino]-3-(4-methylpiperidin-1-yl)cyclopentane hydrochloride (394.5 mg, 1.19 mmol) was dissolved in hydrogen chloride in methanol [prepared by cautious addition of acetyl chloride (2 ml) to methanol (20 ml)]. The resulting solution was stirred at room temperature for 3 hours, concentrated in vacuo to give an oil which was crystalized from methanol-ethyl acetate. The solid was collected under suction, washed with ethyl acetate and dried in vacuo to give the titl... Starting materials: O1CCC(CC1)N1CCC(CC1)NC(OC(C)(C)C)=O (tert-butyl 1-(tetrahydro-2H-pyran-4-yl)piperidin-4-ylcarbamate), Cl (HCl). Solvent: ClCCl (dichloromethane). Product: Cl.Cl.O1CCC(CC1)N1CCC(CC1)N (1-(tetrahydro-2H-pyran-4-yl)piperidin-4-amine dihydrochloride salt). RXN SMILES: [O:1]1[CH2:6][CH2:5][CH:4]([N:7]2[CH2:12][CH2:11][CH:10]([NH:13]C(=O)OC(C)(C)C)[CH2:9][CH2:8]2)[CH2:3][CH2:2]1.[ClH:21]>ClCCl>[ClH:21].[ClH:21].[O:1]1[CH2:2][CH2:3][CH:4]([N:7]2[CH2:12][CH2:11][CH:10]([NH2:13])[CH2:9][CH2:8]2)[CH2:5][CH2:6]1 |f:3.4.5|. Procedure details: A solution of EXAMPLE 49A (52.57 g) in dichloromethane (900 mL) was treated with 4M aqueous HCl (462 mL), mixed vigorously at room temperature for 16 hours and concentrated. Isolated yield 74.3%. Reported procedure: Following the procedures as described for compound 108a, (2R,5S)-tert-butyl 4-chloro-2,5-dimethylpiperazine-1-carboxylate (1.5 g, 6.0 mmol) and 5-bromo-2-nitropyridine (1212 mg, 6.0 mol) were reacted to give 104a as a yellow solid (1500 mg, 75%). LCMS: [M+H]+ 337. See FIG. 4. Reaction SMILES: Cl[N:2]1[C@@H:7]([CH3:8])[CH2:6][N:5]([C:9]([O:11][C:12]([CH3:15])([CH3:14])[CH3:13])=[O:10])[C@H:4]([CH3:16])[CH2:3]1.Br[C:18]1[CH:19]=[CH:20][C:21]([N+:24]([O-:26])=[O:25])=[N:22][CH:23]=1>>[C:12]([O:11][C:9]([N:5]1[CH2:6][C@H:7]([CH3:8])[N:2]([C:18]2[CH:23]=[N:22][C:21]([N+:24]([O-:26])=[O:25])=[CH:20][CH:19]=2)[CH2:3][C@H:4]1[CH3:16])=[O:10])([CH3:15])([CH3:14])[CH3:13]. Product: C(C)(C)(C)OC(=O)N1[C@@H](CN([C@H](C1)C)C=1C=NC(=CC1)[N+](=O)[O-])C ((2R,5S)-tert-Butyl2,5-dimethyl-4-(6-nitropyridin-3-yl)piperazine-1-carboxylate). Starting materials: compound 108a, ClN1C[C@H](N(C[C@@H]1C)C(=O)OC(C)(C)C)C ((2R,5S)-tert-butyl 4-chloro-2,5-dimethylpiperazine-1-carboxylate), BrC=1C=CC(=NC1)[N+](=O)[O-] (5-bromo-2-nitropyridine).